Dataset: the Open Reaction Database (ORD), a public repository of structured organic reaction records. Task: describe an organic reaction: reactants, conditions, products, and yield Reactants: O (water), C(C)C1=CC=2C(=NC=C(C2O)C(=O)OCC)S1 (ethyl 2-ethyl-4-hydroxythieno[2,3-b]pyridine-5-carboxylate), C(C)(C)(C)OC(=O)C1=C(C=CC=C1)C1=CC=C(CBr)C=C1 (4-(2-t-butoxycarbonylphenyl)benzyl bromide), C([O-])([O-])=O.[Cs+].[Cs+] (cesium carbonate). Run in CN(C)C=O (DMF). Conditions: temperature 100 celsius, time 3 hour. The product is C(C)C1=CC2=C(N(C=C(C2=O)C(=O)OCC)CC2=CC=C(C=C2)C2=C(C=CC=C2)C(=O)OC(C)(C)C)S1 (Ethyl 2-ethyl-7-[(2'-t-butoxycarbonylbiphenyl-4-yl)methyl]-4-oxo-4,7-dihydrothieno[2,3-b]pyridine-5-carboxylate). Yield: 62.3%. As a reaction SMILES: [CH2:1]([C:3]1[S:17][C:6]2=[N:7][CH:8]=[C:9]([C:12]([O:14][CH2:15][CH3:16])=[O:13])[C:10]([OH:11])=[C:5]2[CH:4]=1)[CH3:2].[C:18]([O:22][C:23]([C:25]1[CH:30]=[CH:29][CH:28]=[CH:27][C:26]=1[C:31]1[CH:38]=[CH:37][C:34]([CH2:35]Br)=[CH:33][CH:32]=1)=[O:24])([CH3:21])([CH3:20])[CH3:19].C(=O)([O-])[O-].[Cs+].[Cs+].O>CN(C=O)C>[CH2:1]([C:3]1[S:17][C:6]2[N:7]([CH2:35][C:34]3[CH:37]=[CH:38][C:31]([C:26]4[CH:27]=[CH:28][CH:29]=[CH:30][C:25]=4[C:23]([O:22][C:18]([CH3:21])([CH3:20])[CH3:19])=[O:24])=[CH:32][CH:33]=3)[CH:8]=[C:9]([C:12]([O:14][CH2:15][CH3:16])=[O:13])[C:10](=[O:11])[C:5]=2[CH:4]=1)[CH3:2] |f:2.3.4|. Procedure: A mixture of ethyl 2-ethyl-4-hydroxythieno[2,3-b]pyridine-5-carboxylate (200 mg, 0.8 mmol), 4-(2-t-butoxycarbonylphenyl)benzyl bromide (300 mg, 0.9 mmol) and cesium carbonate (650 mg, 2.0 mmol) in DMF (10 ml) was stirred at 60° C. for 3 hours and further at 100° C. for an additional hour. After cooling, the reaction mixture was poured into water followed by extraction with ethyl acetate. The organic layer was washed with water, dried (MgSO4), and evaporated to dryness. The resulting residue was ... The reactants are CCCCCC (hexane), C(CCC)[Li] (n-butyl lithium), CN(C(C1=C(C=CC(=C1)Cl)N)=O)OC (N-methyl-N-methyloxy-2-amino-5-chlorobenzamide), C(C)(C)(C)OC(=O)NCC1=CC(=CC=C1)Br (N-tert-butoxycarbonyl-3-bromobenzylamine). The solvent is O (water), O1CCCC1 (tetrahydrofuran), C(C)OC(C)=O (acetic acid ethyl ester). The product is NC1=C(C(=O)C2=CC(=CC=C2)CNC(=O)OC(C)(C)C)C=C(C=C1)Cl (2-amino-3′-tert-butoxycarbonylaminomethyl-5-chlorobenzophenone). Yield: 45.1%. Reaction SMILES: CN(OC)[C:3](=[O:12])[C:4]1[CH:9]=[C:8]([Cl:10])[CH:7]=[CH:6][C:5]=1[NH2:11].[C:15]([O:19][C:20]([NH:22][CH2:23][C:24]1[CH:29]=[CH:28][CH:27]=[C:26](Br)[CH:25]=1)=[O:21])([CH3:18])([CH3:17])[CH3:16].CCCCCC.C([Li])CCC>O1CCCC1.C(OC(=O)C)C.O>[NH2:11][C:5]1[CH:6]=[CH:7][C:8]([Cl:10])=[CH:9][C:4]=1[C:3]([C:28]1[CH:27]=[CH:26][CH:25]=[C:24]([CH2:23][NH:22][C:20]([O:19][C:15]([CH3:18])([CH3:17])[CH3:16])=[O:21])[CH:29]=1)=[O:12]. Procedure details: A solution of N-methyl-N-methyloxy-2-amino-5-chlorobenzamide (24.8 g) and N-tert-butoxycarbonyl-3-bromobenzylamine (22.0 g) in tetrahydrofuran (300 ml) was cooled to −78° C. To the solution was gradually added dropwise a hexane solution (1.6 mol./L)(240 ml) of n-butyl lithium. To the mixture were then added water (300 ml) and acetic acid ethyl ester (300 ml). The organic layer was washed with water, which was dried over anhydrous MgSO4, then the solvent was distilled off. To the residual oily co...